This data is from the Open Reaction Database (ORD), a public repository of structured organic reaction records. The task is: describe an organic reaction: reactants, conditions, products, and yield Reactants: N(CCO)CCO (Diethanolamine), solution, [N+](=O)([O-])[O-].[Ag+] (silver nitrate), CCOCC (ether), C(C1=CC=CC=C1)(=O)CC(=O)O (benzoylacetic acid). Run in O (water). Conditions: temperature 15 celsius. The product is C(C1=CC=CC=C1)(=O)CC(=O)[O-].[Ag+] (Silver Benzoylacetate). As a reaction SMILES: N(CCO)CCO.CCOCC.[C:13]([CH2:21][C:22]([OH:24])=[O:23])(=[O:20])[C:14]1[CH:19]=[CH:18][CH:17]=[CH:16][CH:15]=1.[N+]([O-])([O-])=O.[Ag+:29]>O>[C:13]([CH2:21][C:22]([O-:24])=[O:23])(=[O:20])[C:14]1[CH:19]=[CH:18][CH:17]=[CH:16][CH:15]=1.[Ag+:29] |f:3.4,6.7|. Reported procedure: Diethanolamine (0.33 g) was dissolved in water (5 ml) and an ether solution (20 ml) containing the benzoylacetic acid (0.54 g) was added thereto. Next, while stirring the obtained mixture at 15° C., a solution (5 ml) containing silver nitrate (0.51 g) was added dropwise thereto and further stirred for 15 minutes. The precipitated light-yellow precipitate was filtered out, thereby obtaining silver benzoylacetate (yield: 0.79 g). The reactants are C(=O)([O-])[O-].[K+].[K+] (K2CO3), FC1=CC=C2C=3CCNC(C3NC2=C1)C(=O)O (7-fluoro-2,3,4,9-tetrahydro-1H-β-carboline-1-carboxylic acid), O (H2O). Yield: 79.0%. Reaction SMILES: [F:1][C:2]1[CH:14]=[C:13]2[C:5]([C:6]3[CH2:7][CH2:8][NH:9][CH:10](C(O)=O)[C:11]=3[NH:12]2)=[CH:4][CH:3]=1.C([O-])([O-])=O.[K+].[K+].O>Cl.CO>[F:1][C:2]1[CH:14]=[C:13]2[C:5]([C:6]3[CH2:7][CH2:8][NH:9][CH2:10][C:11]=3[NH:12]2)=[CH:4][CH:3]=1 |f:1.2.3|. The product is FC1=CC=C2C=3CCNCC3NC2=C1 (7-fluoro-2,3,4,9-tetrahydro-1H-β-carboline). Procedure details: 7-fluoro-2,3,4,9-tetrahydro-1H-β-carboline-1-carboxylic acid (5 g, 21.36 mmol) was suspended in 130 ml of 3N HCl in a 500 ml round-bottom flask and refluxed overnight (16 hr) with stirring. Upon cooling, a light brown solid precipitated out, which was collected by filtration and washed with H2O. The salt obtained by filtration above was then dissolved in hot methanol (200 ml) and treated with 3M K2CO3 (5-10 ml) such that the pH is around 9. 100 ml of H2O was added to this mixture, which was then... Run in CO (methanol), Cl (HCl).